From a dataset of the Open Reaction Database (ORD), a public repository of structured organic reaction records. describe an organic reaction: reactants, conditions, products, and yield Reactants: C(C)OP(OCC)(=O)CC1=C(C=CC(=C1)CC1=CC=C(C=C1)CC)O ([5-(4-ethylbenzyl)-2-hydroxybenzyl]phosphonic acid diethylester), Br[Si](C)(C)C (bromotrimethylsilane), CO (Methanol). Solvent: ClCCl (dichloromethane). Run at time 17 hour. Yields the product C(C)C1=CC=C(CC=2C=CC(=C(CP(O)(O)=O)C2)O)C=C1 ([5-(4-Ethylbenzyl)-2-hydroxybenzyl]phosphonic acid). Yield: 85.8%. As a reaction SMILES: C([O:3][P:4]([CH2:9][C:10]1[CH:15]=[C:14]([CH2:16][C:17]2[CH:22]=[CH:21][C:20]([CH2:23][CH3:24])=[CH:19][CH:18]=2)[CH:13]=[CH:12][C:11]=1[OH:25])(=[O:8])[O:5]CC)C.Br[Si](C)(C)C.CO>ClCCl>[CH2:23]([C:20]1[CH:19]=[CH:18][C:17]([CH2:16][C:14]2[CH:13]=[CH:12][C:11]([OH:25])=[C:10]([CH:15]=2)[CH2:9][P:4](=[O:3])([OH:5])[OH:8])=[CH:22][CH:21]=1)[CH3:24]. Reported procedure: To a solution of [5-(4-ethylbenzyl)-2-hydroxybenzyl]phosphonic acid diethylester (0.40 g) in dichloromethane (7.8 mL) was added bromotrimethylsilane (0.8 mL) at 0° C., and the reaction mixture was stirred for 17 hr at room temperature. Methanol (1.1 mL) was added to the reaction mixture, and the mixture was stirred for 10 min at room temperature. After evaporation, the residue was crystallized from ethyl acetate-n-hexane to give the title compound (0.29 g) as a colorless crystal.